This data is from the Open Reaction Database (ORD), a public repository of structured organic reaction records. The task is: describe an organic reaction: reactants, conditions, products, and yield Reactants: FC(C1=CC=2C3C(C(NC2C=C1)=S)CCC3)(F)F (8-(trifluoromethyl)-1,2,3,3a,5,9b-hexahydrocyclopenta[c]quinoline-4-thione), N (ammonia). The product is NC1=NC=2C=CC(=CC2C2C1CCC2)C(F)(F)F (4-Amino-8-(trifluoromethyl)-2,3,3a,9b-tetrahydro-1H-cyclopenta[c]quinoline). Yield: 76.0%. Reaction SMILES: [F:1][C:2]([F:18])([F:17])[C:3]1[CH:12]=[CH:11][C:10]2[NH:9][C:8](=S)[CH:7]3[CH2:14][CH2:15][CH2:16][CH:6]3[C:5]=2[CH:4]=1.[NH3:19]>>[NH2:19][C:8]1[CH:7]2[CH2:14][CH2:15][CH2:16][CH:6]2[C:5]2[CH:4]=[C:3]([C:2]([F:18])([F:17])[F:1])[CH:12]=[CH:11][C:10]=2[N:9]=1. Reported procedure: Analogously to Example 4, 8-(trifluoromethyl)-1,2,3,3a,5,9b-hexahydrocyclopenta[c]quinoline-4-thione (93 mg, 0.34 mmol) in 7N methanolic ammonia solution (20 ml) is reacted to form 66 mg (76%) of product. Reactants: C1(=CC=C(C=C1)S(=O)(=O)O)C (p-toluenesulphonic acid), O (water), O[C@@H]1C[C@@H]2CC[C@H]3[C@@H]4CC=C(C(C)=O)[C@]4(CC([C@@H]3[C@]2(CC1)C)=O)C (3β-Hydroxy-5α-pregn-16-ene-11,20-dione), C(CO)O (ethylene glycol). Solvent: C1=CC=CC=C1 (benzene), C(C)(=O)OCC (ethyl acetate). Reaction conditions: time 20 hour. Product: C1OC(C)(C2=CC[C@H]3[C@@H]4CC[C@H]5C[C@H](CC[C@]5(C)[C@H]4C(C[C@]23C)=O)O)OC1 (20,20-ethylenedioxy-3β-hydroxy-5α-pregn-16-en-11-one). RXN SMILES: [OH:1][C@H:2]1[CH2:21][CH2:20][C@@:19]2([CH3:22])[C@@H:4]([CH2:5][CH2:6][C@@H:7]3[C@@H:18]2[C:17](=[O:23])[CH2:16][C@@:15]2([CH3:24])[C@H:8]3[CH2:9][CH:10]=[C:11]2[C:12](=[O:14])[CH3:13])[CH2:3]1.[CH2:25](O)[CH2:26][OH:27].C1(C)C=CC(S(O)(=O)=O)=CC=1.O>C1C=CC=CC=1.C(OCC)(=O)C>[CH2:25]1[CH2:26][O:27][C:12]([C:11]2[C@:15]3([CH3:24])[C@H:8]([C@H:7]4[C@H:18]([C:17](=[O:23])[CH2:16]3)[C@:19]3([CH3:22])[C@H:4]([CH2:3][C@@H:2]([OH:1])[CH2:21][CH2:20]3)[CH2:5][CH2:6]4)[CH2:9][CH:10]=2)([CH3:13])[O:14]1. Procedure: 3β-Hydroxy-5α-pregn-16-ene-11,20-dione (3 g) was refluxed with ethylene glycol (8 ml) in benzene (150 ml) containing p-toluenesulphonic acid (150 mg) under a Dean Stark water separator for 20 hours. The mixture was diluted with ethyl acetate, washed with sodium hydrogen carbonate solution, and brine, and dried (sodium sulphate). Evaporation gave 20,20-ethylenedioxy-3β-hydroxy-5α-pregn-16-en-11-one (3.42 g) as a white foam. This foam was dissolved in ethanol (170 ml) and sodium borohydride (2.1 g... Reactants: CC(=O)SCC(CC(N)=O)C(=O)O, C(=NC1CCCCC1)=NC1CCCCC1, c1ccncc1. Product: CC(=O)SCC(CC#N)C(=O)O. As a reaction SMILES: [C:16]([CH3:17])(=[O:18])[S:19][CH2:20][CH:21]([C:22](=[O:23])[OH:24])[CH2:25][C:26]([NH2:27])=[O:28].[CH:1]1([N:2]=[C:3]=[N:4][CH:5]2[CH2:6][CH2:7][CH2:8][CH2:9][CH2:10]2)[CH2:11][CH2:12][CH2:13][CH2:14][CH2:15]1.[cH:29]1[cH:30][cH:31][n:32][cH:33][cH:34]1>>[C:16]([CH3:17])(=[O:18])[S:19][CH2:20][CH:21]([C:22](=[O:23])[OH:24])[CH2:25][C:26]#[N:27]. The reactants are IC1(CC=CC(=C1)C)OC (1-iodo-5-methylanisole). Reagents/catalysts: [Pd] (Pd on carbon), [Zn] (zinc). Run in CC(=O)C.O (acetone water). Conditions: time 8 hour. The product is COC1=C(C=CC(=C1)C)C1=C(C=C(C=C1)C)OC (2,2′-dimethoxy-4,4′-dimethyl biphenyl). The yield is 86.7%. RXN SMILES: I[C:2]1([O:9][CH3:10])[CH:7]=[C:6]([CH3:8])[CH:5]=[CH:4][CH2:3]1>CC(C)=O.O.[Pd].[Zn]>[CH3:10][O:9][C:2]1[CH:7]=[C:6]([CH3:8])[CH:5]=[CH:4][C:3]=1[C:3]1[CH:4]=[CH:5][C:6]([CH3:8])=[CH:7][C:2]=1[O:9][CH3:10] |f:1.2|. Procedure details: Bdb was synthesized according to FIG. 15. Briefly, 1-iodo-5-methylanisole (100 mg, 0.4 mmol) was added in to a mixture of 10% Pd on carbon (100 mg) and zinc powder (100 mg, 1.5 mmol) suspended in 5.2 mL of acetone/water (1:1), and the mixture was stirred at room temperature overnight. The solution was extracted with diethyl ether and the ether layer was collected and dried over anhydrous Na2SO4. The ether was removed under reduced pressure and the residue was applied to a flash column chromatogr... Reaction SMILES: [H-].[Na+].[C:3]1([CH:9]([C:22]2[CH:27]=[CH:26][CH:25]=[CH:24][CH:23]=2)[N:10]2[CH2:15][CH2:14][N:13]([CH2:16][CH2:17][O:18][CH:19](O)[CH3:20])[CH2:12][CH2:11]2)[CH:8]=[CH:7][CH:6]=[CH:5][CH:4]=1.[C:28]([C:32]1[C:37]([Cl:38])=[N:36][N:35]2[N:39]=[CH:40][N:41]=[C:34]2[CH:33]=1)([CH3:31])([CH3:30])[CH3:29].[O:42]1CCCC1>>[ClH:38].[ClH:38].[C:28]([C:32]1[C:37]([O:42][CH2:20][CH2:19][O:18][CH2:17][CH2:16][N:13]2[CH2:12][CH2:11][N:10]([CH:9]([C:3]3[CH:4]=[CH:5][CH:6]=[CH:7][CH:8]=3)[C:22]3[CH:23]=[CH:24][CH:25]=[CH:26][CH:27]=3)[CH2:15][CH2:14]2)=[N:36][N:35]2[N:39]=[CH:40][N:41]=[C:34]2[CH:33]=1)([CH3:31])([CH3:30])[CH3:29] |f:0.1,5.6.7|. Reported procedure: 150 mg of 60% sodium hydride in oil was suspended in 20 ml of tetrahydrofuran; 1.05 g of [2-[4-(diphenylmethyl)-1-piperazinyl]ethoxy]ethanol was added, followed by heating and refluxing for 1 hour. After cooling, 650 mg of 7-t-butyl-6-chloro[1,2,4]triazolo[1,5-b]pyridazine was added, followed by heating and refluxing for 2 hours. After cooling, ice water was added, followed by extraction with ethyl acetate; the extract was washed with saturated saline, dried over magnesium sulfate and concentrat... The product is Cl.Cl.C(C)(C)(C)C1=CC=2N(N=C1OCCOCCN1CCN(CC1)C(C1=CC=CC=C1)C1=CC=CC=C1)N=CN2 (7-t-Butyl-6-[2-[2-[4-(Diphenylmethyl)-1-piperazinyl]ethoxy]ethoxy][1,2,4]triazolo[1,5-b]pyridazine Dihydrochloride). Reactants: [H-].[Na+] (sodium hydride), ice water, O1CCCC1 (tetrahydrofuran), C1(=CC=CC=C1)C(N1CCN(CC1)CCOC(C)O)C1=CC=CC=C1 ([2-[4-(diphenylmethyl)-1-piperazinyl]ethoxy]ethanol), C(C)(C)(C)C1=CC=2N(N=C1Cl)N=CN2 (7-t-butyl-6-chloro[1,2,4]triazolo[1,5-b]pyridazine). Reactants: COC1=CC=C(C=C1)C(C)NC(=O)C1=C(NC=2C[C@@H](CC(C2[C@@H]1C1=CC(=C(C(=C1)OCC)O)Br)=O)CCC)C ((4S,7S)-4-(3-Bromo-5-ethoxy-4-hydroxy-phenyl)-2-methyl-5-oxo-7-propyl-1,4,5,6,7,8-hexahydro-quinoline-3-carboxylic acid [1-(4-methoxy-phenyl)ethyl]-amide). Solvent: C(=O)(C(F)(F)F)O (TFA). Conditions: temperature 75 celsius, time 1 hour. The product is BrC=1C=C(C=C(C1O)OCC)[C@@H]1C(=C(NC=2C[C@@H](CC(C12)=O)CCC)C)C#N ((4R,7S)-4-(3-Bromo-5-ethoxy-4-hydroxy-phenyl)-2-methyl-5-oxo-7-propyl-1,4,5,6,7,8-hexahydro-quinoline-3-carbonitrile). As a reaction SMILES: COC1C=CC(C([NH:11][C:12]([C:14]2[C@@H:23]([C:24]3[CH:29]=[C:28]([O:30][CH2:31][CH3:32])[C:27]([OH:33])=[C:26]([Br:34])[CH:25]=3)[C:22]3[C:21](=[O:35])[CH2:20][C@@H:19]([CH2:36][CH2:37][CH3:38])[CH2:18][C:17]=3[NH:16][C:15]=2[CH3:39])=O)C)=CC=1>C(O)(C(F)(F)F)=O>[Br:34][C:26]1[CH:25]=[C:24]([C@H:23]2[C:22]3[C:21](=[O:35])[CH2:20][C@@H:19]([CH2:36][CH2:37][CH3:38])[CH2:18][C:17]=3[NH:16][C:15]([CH3:39])=[C:14]2[C:12]#[N:11])[CH:29]=[C:28]([O:30][CH2:31][CH3:32])[C:27]=1[OH:33]. Procedure details: A solution of (4S,7S)-4-(3-Bromo-5-ethoxy-4-hydroxy-phenyl)-2-methyl-5-oxo-7-propyl-1,4,5,6,7,8-hexahydro-quinoline-3-carboxylic acid [1-(4-methoxy-phenyl)ethyl]-amide (Example 72d, 1.43 g) was dissolved in TFA (30 mL) and stirred at 75° C. for 1 hr. The TFA was evaporated in vacuo and the residue was then dissolved in dichloromethane (30 ml). Triethylamine (1.04 g) and trifluoroacetic acid anhydride (0.95 g) were added dropwise at 0° C. for 15 minutes. The reaction was stirred for 1 hr and the ... The reactants are BrCCBr, O=C([O-])[O-], CN(C)C=O, COC(=O)CC#N, [K+], [K+]. The product is COC(=O)C1(C#N)CC1. As a reaction SMILES: [Br:14][CH2:15][CH2:16][Br:17].[C:8](=[O:9])([O-:10])[O-:11].[CH3:18][N:19]([CH3:20])[CH:21]=[O:22].[CH3:1][O:2][C:3](=[O:4])[CH2:5][C:6]#[N:7].[K+:12].[K+:13]>>[CH3:1][O:2][C:3](=[O:4])[C:5]1([C:6]#[N:7])[CH2:15][CH2:16]1. The reactants are S(=O)(Cl)Cl (Thionyl chloride), OCC1CN2C(N(C(C=C2S1)=O)CCC)=O (2-hydroxymethyl-6-propyl-2,3-dihydro-5H-thiazolo[3,2-c]pyrimidine-5,7(6H)-dione). Solvent: C(Cl)Cl (methylene chloride). Yields the product ClCC1CN2C(N(C(C=C2S1)=O)CCC)=O (2-Chloromethyl-6-propyl-2,3-dihydro-5H-thiazolo[3,2-c]-pyrimidine-5,7(6H)-dione). Isolated yield 84.0%. As a reaction SMILES: S(Cl)([Cl:3])=O.O[CH2:6][CH:7]1[S:15][C:14]2[N:9]([C:10](=[O:20])[N:11]([CH2:17][CH2:18][CH3:19])[C:12](=[O:16])[CH:13]=2)[CH2:8]1>C(Cl)Cl>[Cl:3][CH2:6][CH:7]1[S:15][C:14]2[N:9]([C:10](=[O:20])[N:11]([CH2:17][CH2:18][CH3:19])[C:12](=[O:16])[CH:13]=2)[CH2:8]1. Reported procedure: Thionyl chloride (0.61 ml)was added dropwise to a solution of 2-hydroxymethyl-6-propyl-2,3-dihydro-5H-thiazolo[3,2-c]pyrimidine-5,7(6H)-dione (1 g) in methylene chloride (15 ml) with stirring at room temperature, and the solution was refluxed for 16 hours. The solution was concentrated to dryness, and the resulting residue was purified by column chromatography on silica gel. The resulting crude crystals were recrystalized from methylene chloride-isopropyl ether to give colorless crystals (0.9 g,... Reactants: ClC1=NC(=NC(=N1)OC1CC(N(C(C1)(C)C)OCCCCCCCC)(C)C)OC1CC(N(C(C1)(C)C)OCCCCCCCC)(C)C (2-chloro-4,6-bis[(1-octyloxy-2,2,6,6-tetramethylpiperidin-4-yl)oxy]-1,3,5-triazine), C(O)CN (ethanolamine). Yields the product OCCNC1=NC(=NC(=N1)OC1CC(N(C(C1)(C)C)OCCCCCCCC)(C)C)OC1CC(N(C(C1)(C)C)OCCCCCCCC)(C)C (2-[(2-Hydroxyethyl)amino]-4,6-bis[(1-octyloxy-2,2,6,6-tetramethylpiperidin-4-yl)oxy]-1,3,5-triazine). Reaction SMILES: Cl[C:2]1[N:7]=[C:6]([O:8][CH:9]2[CH2:14][C:13]([CH3:16])([CH3:15])[N:12]([O:17][CH2:18][CH2:19][CH2:20][CH2:21][CH2:22][CH2:23][CH2:24][CH3:25])[C:11]([CH3:27])([CH3:26])[CH2:10]2)[N:5]=[C:4]([O:28][CH:29]2[CH2:34][C:33]([CH3:36])([CH3:35])[N:32]([O:37][CH2:38][CH2:39][CH2:40][CH2:41][CH2:42][CH2:43][CH2:44][CH3:45])[C:31]([CH3:47])([CH3:46])[CH2:30]2)[N:3]=1.[CH2:48]([CH2:50][NH2:51])[OH:49]>>[OH:49][CH2:48][CH2:50][NH:51][C:2]1[N:3]=[C:4]([O:28][CH:29]2[CH2:30][C:31]([CH3:46])([CH3:47])[N:32]([O:37][CH2:38][CH2:39][CH2:40][CH2:41][CH2:42][CH2:43][CH2:44][CH3:45])[C:33]([CH3:35])([CH3:36])[CH2:34]2)[N:5]=[C:6]([O:8][CH:9]2[CH2:14][C:13]([CH3:16])([CH3:15])[N:12]([O:17][CH2:18][CH2:19][CH2:20][CH2:21][CH2:22][CH2:23][CH2:24][CH3:25])[C:11]([CH3:26])([CH3:27])[CH2:10]2)[N:7]=1. Reported procedure: The title compound is prepared from the reaction of 2-chloro-4,6-bis[(1-octyloxy-2,2,6,6-tetramethylpiperidin-4-yl)oxy]-1,3,5-triazine with ethanolamine. Reactants: CC#N, Cl, C1CCCCCC(N2CCCCCCCCCN2)CCCC1, Nc1c(F)c(F)c(F)c2c1c(=O)c(C(=O)O)cn2-c1ccc(F)cc1F, c1cn(C2CCNC2)nn1. Product: Nc1c(F)c(N2CCC(n3ccnn3)C2)c(F)c2c1c(=O)c(C(=O)O)cn2-c1ccc(F)cc1F. RXN SMILES: [CH3:60][C:61]#[N:62].[ClH:27].[N:38]1([CH:39]2[CH2:40][CH2:41][CH2:42][CH2:43][CH2:44][CH2:45][CH2:46][CH2:47][CH2:48][CH2:49]2)[CH2:50][CH2:51][CH2:52][CH2:53][CH2:54][CH2:55][CH2:56][CH2:57][CH2:58][NH:59]1.[NH2:1][c:2]1[c:3]2[c:4](=[O:26])[c:5]([C:23](=[O:24])[OH:25])[cH:6][n:7](-[c:15]3[c:16]([F:22])[cH:17][c:18]([F:21])[cH:19][cH:20]3)[c:8]2[c:9]([F:14])[c:10]([F:13])[c:11]1[F:12].[n:28]1([CH:33]2[CH2:34][NH:35][CH2:36][CH2:37]2)[n:29][n:30][cH:31][cH:32]1>>[NH2:1][c:2]1[c:3]2[c:4](=[O:26])[c:5]([C:23](=[O:24])[OH:25])[cH:6][n:7](-[c:15]3[c:16]([F:22])[cH:17][c:18]([F:21])[cH:19][cH:20]3)[c:8]2[c:9]([F:14])[c:10]([N:35]2[CH2:34][CH:33]([n:28]3[n:29][n:30][cH:31][cH:32]3)[CH2:37][CH2:36]2)[c:11]1[F:12].